Dataset: the Open Reaction Database (ORD), a public repository of structured organic reaction records. Task: describe an organic reaction: reactants, conditions, products, and yield The reactants are FC1=CC=C(C=C1)S(=O)(=O)N1[C@@H](CCC1)C(=O)OCC1=CC=CC=C1 (Benzyl (2S)-1-[(4-fluorophenyl)sulfonyl]-2-pyrrolidinecarboxylate). The reagents and catalysts are [Pd] (palladium-on-charcoal). The solvent is C(C)O (ethanol). Product: FC1=CC=C(C=C1)S(=O)(=O)N1[C@@H](CCC1)C(=O)O ((2S)-1-[(4-fluorophenyl)sulfonyl]-2-pyrrolidinecarboxylic acid). Yield: 72.9%. As a reaction SMILES: [F:1][C:2]1[CH:7]=[CH:6][C:5]([S:8]([N:11]2[CH2:15][CH2:14][CH2:13][C@H:12]2[C:16]([O:18]CC2C=CC=CC=2)=[O:17])(=[O:10])=[O:9])=[CH:4][CH:3]=1>C(O)C.[Pd]>[F:1][C:2]1[CH:7]=[CH:6][C:5]([S:8]([N:11]2[CH2:15][CH2:14][CH2:13][C@H:12]2[C:16]([OH:18])=[O:17])(=[O:10])=[O:9])=[CH:4][CH:3]=1. Reported procedure: Benzyl (2S)-1-[(4-fluorophenyl)sulfonyl]-2-pyrrolidinecarboxylate (10.03 g) [see Preparation 48] was dissolved in ethanol (200 ml) and hydrogenated over 10% w/w palladium-on-charcoal (2.0 g) at 60 psi (414 kPa) for 18 hours. The reaction mixture was then filtered through a plug of ARBOCEL (trade mark) filter aid and the filtrate evaporated under reduced pressure. The residue was azeotroped with dichloromethane to afford (2S)-1-[(4-fluorophenyl)sulfonyl]-2-pyrrolidinecarboxylic acid (5.50 g) as a... Reactants: FC1=CC=C(C=C1)C(C=1C=C2C(=CC(NC2=CC1)=O)C1=CC=CC=C1)N1C=NC=C1 ((±)-6-[(4-fluorophenyl)(1H-imidazol-1-yl)methyl]4-phenyl-2(1H)-quinolinone), P(=O)(Cl)(Cl)Cl (phosphoryl chloride). Yields the product ClC1=NC2=CC=C(C=C2C(=C1)C1=CC=CC=C1)C(N1C=NC=C1)C1=CC=C(C=C1)F ((±)-2-chloro-6-[(4-fluorophenyl)(1H-imidazol-1-yl)methyl]-4-phenyl-quinoline). The yield is 99.0%. As a reaction SMILES: [F:1][C:2]1[CH:7]=[CH:6][C:5]([CH:8]([N:26]2[CH:30]=[CH:29][N:28]=[CH:27]2)[C:9]2[CH:10]=[C:11]3[C:16](=[CH:17][CH:18]=2)[NH:15][C:14](=O)[CH:13]=[C:12]3[C:20]2[CH:25]=[CH:24][CH:23]=[CH:22][CH:21]=2)=[CH:4][CH:3]=1.P(Cl)(Cl)([Cl:33])=O>>[Cl:33][C:14]1[CH:13]=[C:12]([C:20]2[CH:25]=[CH:24][CH:23]=[CH:22][CH:21]=2)[C:11]2[C:16](=[CH:17][CH:18]=[C:9]([CH:8]([C:5]3[CH:6]=[CH:7][C:2]([F:1])=[CH:3][CH:4]=3)[N:26]3[CH:30]=[CH:29][N:28]=[CH:27]3)[CH:10]=2)[N:15]=1. Procedure: A mixture of (±)-6-[(4-fluorophenyl)(1H-imidazol-1-yl)methyl]4-phenyl-2(1H)-quinolinone (0.0253 mol) in phosphoryl chloride (30 ml) was refluxed for 1 hour. The mixture was evaporated till dryness and the product was used without further purification, yielding 10.4 g (99%) of (±)-2-chloro-6-[(4-fluorophenyl)(1H-imidazol-1-yl)methyl]-4-phenyl-quinoline (interm. 1). The reactants are CCOC(=O)C(=NOCc1ccc(OCc2nc(-c3ccccc3)oc2C)cc1)c1cccc(Br)c1, Cl, [Na+], C1CCOC1, [OH-]. Yields the product Cc1oc(-c2ccccc2)nc1COc1ccc(CON=C(C(=O)O)c2cccc(Br)c2)cc1. Reaction SMILES: [Br:3][c:4]1[cH:5][c:6]([C:10]([C:11](=[O:12])[O:13][CH2:14][CH3:15])=[N:16][O:17][CH2:18][c:19]2[cH:20][cH:21][c:22]([O:25][CH2:26][c:27]3[n:28][c:29](-[c:33]4[cH:34][cH:35][cH:36][cH:37][cH:38]4)[o:30][c:31]3[CH3:32])[cH:23][cH:24]2)[cH:7][cH:8][cH:9]1.[ClH:39].[Na+:2].[O:40]1[CH2:41][CH2:42][CH2:43][CH2:44]1.[OH-:1]>>[Br:3][c:4]1[cH:5][c:6]([C:10]([C:11](=[O:12])[OH:13])=[N:16][O:17][CH2:18][c:19]2[cH:20][cH:21][c:22]([O:25][CH2:26][c:27]3[n:28][c:29](-[c:33]4[cH:34][cH:35][cH:36][cH:37][cH:38]4)[o:30][c:31]3[CH3:32])[cH:23][cH:24]2)[cH:7][cH:8][cH:9]1. The reactants are COc1cc2nc(CO)cn2c2ccccc12, ClC(Cl)Cl. RXN SMILES: [CH3:1][O:2][c:3]1[cH:4][c:5]2[n:6]([c:7]3[cH:8][cH:9][cH:10][cH:11][c:12]13)[cH:13][c:14]([CH2:16][OH:17])[n:15]2.[CH:18]([Cl:19])([Cl:20])[Cl:21]>>[CH3:1][O:2][c:3]1[cH:4][c:5]2[n:6]([c:7]3[cH:8][cH:9][cH:10][cH:11][c:12]13)[cH:13][c:14]([CH:16]=[O:17])[n:15]2. Product: COc1cc2nc(C=O)cn2c2ccccc12. Reactants: C=CCc1ccc(OCCC(C)C)c2c(=O)cc(C(=O)O)oc12, CCO, CCOCC, O=S(=O)(O)O. The product is CCCc1ccc(OCCC(C)C)c2c(=O)cc(C(=O)O)oc12. As a reaction SMILES: [CH2:1]([CH:2]=[CH2:3])[c:4]1[cH:5][cH:6][c:7]([O:18][CH2:19][CH2:20][CH:21]([CH3:22])[CH3:23])[c:8]2[c:9](=[O:17])[cH:10][c:11]([C:14](=[O:15])[OH:16])[o:12][c:13]12.[CH3:24][CH2:25][OH:26].[CH3:32][CH2:33][O:34][CH2:35][CH3:36].[S:27](=[O:28])(=[O:29])([OH:30])[OH:31]>>[CH2:1]([CH2:2][CH3:3])[c:4]1[cH:5][cH:6][c:7]([O:18][CH2:19][CH2:20][CH:21]([CH3:22])[CH3:23])[c:8]2[c:9](=[O:17])[cH:10][c:11]([C:14](=[O:15])[OH:16])[o:12][c:13]12. As a reaction SMILES: [Br:25][CH2:26][CH:27]([CH2:28][CH2:29][Br:30])[OH:31].[NH2:1][CH:2]1[CH:3]([NH:8][C:9]([c:10]2[c:11]([O:22][CH3:23])[cH:12][c:13]([C:18]([F:19])([F:20])[F:21])[cH:14][c:15]2[S:16][CH3:17])=[O:24])[CH2:4][CH2:5][CH2:6][CH2:7]1>>[N:1]1([CH:2]2[CH:3]([NH:8][C:9]([c:10]3[c:11]([O:22][CH3:23])[cH:12][c:13]([C:18]([F:19])([F:20])[F:21])[cH:14][c:15]3[S:16][CH3:17])=[O:24])[CH2:4][CH2:5][CH2:6][CH2:7]2)[CH2:26][CH:27]([OH:31])[CH2:28][CH2:29]1. The product is COc1cc(C(F)(F)F)cc(SC)c1C(=O)NC1CCCCC1N1CCC(O)C1. Reactants: OC(CBr)CCBr, COc1cc(C(F)(F)F)cc(SC)c1C(=O)NC1CCCCC1N.